From a dataset of the Open Reaction Database (ORD), a public repository of structured organic reaction records. describe an organic reaction: reactants, conditions, products, and yield The reactants are S(=O)([O-])[O-].[Na+].[Na+] (sodium sulfite), COCC1=CC(=CC=C1)COC (m-Xylylene glycol dimethyl ether), BrBr (bromine), C(C)(=O)[O-].[Na+] (sodium acetate). The solvent is C(C)(=O)O (acetic acid). Run at time 3 hour. Product: COCC1=C(C=CC(=C1)COC)Br (2,4-bis(methoxymethyl)bromobenzene). The yield is 27.9%. RXN SMILES: [CH3:1][O:2][CH2:3][C:4]1[CH:9]=[CH:8][CH:7]=[C:6]([CH2:10][O:11][CH3:12])[CH:5]=1.C([O-])(=O)C.[Na+].[Br:18]Br.S([O-])([O-])=O.[Na+].[Na+]>C(O)(=O)C>[CH3:12][O:11][CH2:10][C:6]1[CH:5]=[C:4]([CH2:3][O:2][CH3:1])[CH:9]=[CH:8][C:7]=1[Br:18] |f:1.2,4.5.6|. Procedure details: To a solution of m-xylylene dichloride (25.0 g) in methanol (125 ml) was added a 28% methanol solution (82.6 g) containing sodium methoxide at room temperature, and the mixture was stirred with heating at 60° C. for 3 hr. The solvent was evaporated and water (150 ml) was added to the residue. The mixture was extracted twice with heptane (80 ml) and heptane was evaporated under reduced pressure to give m-xylylene glycol dimethyl ether (25.3 g). m-Xylylene glycol dimethyl ether (25.3 g) was dissol...